From a dataset of the Open Reaction Database (ORD), a public repository of structured organic reaction records. describe an organic reaction: reactants, conditions, products, and yield Starting materials: C1(=CC=CC=C1)SC(C)(C(=O)OCC)[C@@H]1[C@H](C(N1)=O)[C@@H](C)OC(=O)OCC1=CC=C(C=C1)[N+](=O)[O-] ((3S,4S)-4-(1-phenylthio-1-ethoxycarbonylethyl)- 3-(1-(R)-p-nitrobenzyloxycarbonyloxyethyl)-2-azetidinone), ClC1=CC(=CC=C1)C(=O)OO (m-chloroperbenzoic acid), C1(=CC=CC=C1)C (toluene), C1(=CC=CC=C1)C (toluene). Solvent: ClCCl (dichloromethane). Yields the product C(C)OC(=O)C(=C)N1C(C(C1)[C@@H](C)OC(=O)OCC1=CC=C(C=C1)[N+](=O)[O-])=O (1-ethoxycarbonylethenyl-3-(1-(R)-p-nitrobenzyloxycarbonyloxyethyl)-2-azetidinone). As a reaction SMILES: C1(SC([C@H:15]2[NH:18][C:17](=[O:19])[C@@H:16]2[C@H:20]([O:22][C:23]([O:25][CH2:26][C:27]2[CH:32]=[CH:31][C:30]([N+:33]([O-:35])=[O:34])=[CH:29][CH:28]=2)=[O:24])[CH3:21])(C(OCC)=O)C)C=CC=CC=1.ClC1C=C[CH:40]=[C:39]([C:43]([O:45]O)=[O:44])C=1.[C:47]1(C)C=CC=C[CH:48]=1>ClCCl>[CH2:47]([O:45][C:43]([C:39]([N:18]1[CH2:15][CH:16]([C@H:20]([O:22][C:23]([O:25][CH2:26][C:27]2[CH:28]=[CH:29][C:30]([N+:33]([O-:35])=[O:34])=[CH:31][CH:32]=2)=[O:24])[CH3:21])[C:17]1=[O:19])=[CH2:40])=[O:44])[CH3:48]. Procedure details: A solution of (3S,4S)-4-(1-phenylthio-1-ethoxycarbonylethyl)- 3-(1-(R)-p-nitrobenzyloxycarbonyloxyethyl)-2-azetidinone (2.0 g) in dry dichloromethane (50 ml) was treated with m-chloroperbenzoic acid (0.69 g) for 3 hours while ice-cooling. The reaction mixture was washed successively with a saturated sodium bicarbonate solution and brine, and dried over anhydrous sodium sulfate. Filtration and concentration of the filtrate in vacuo gave an oily residue which was dissolved in toluene (18 ml). The ... Starting materials: CC(=O)C (acetone), C(C1=CC=CC=C1)N1CCN(CC1)C1=NC=2CCCC(C2C=N1)=NO (2-(4-Benzylpiperazino)-5,6,7,8-tetrahydro-5-hydroxyiminoquinazoline), C1(=CC=C(C=C1)S(=O)(=O)Cl)C (p-toluenesulfonyl chloride), [OH-].[K+] (KOH), resultant mixture. Solvent: O (water). Yields the product C(C1=CC=CC=C1)N1CCN(CC1)C1=NC=2CCCC(C2C=N1)=NS(=O)(=O)C1=CC=C(C=C1)C (2-(4-Benzylpiperazino)-5,6,7,8-tetrahydro-5-(p-toluenesulfonyl)iminoquinazoline). Reaction SMILES: CC(C)=O.[CH2:5]([N:12]1[CH2:17][CH2:16][N:15]([C:18]2[N:27]=[CH:26][C:25]3[C:24](=[N:28]O)[CH2:23][CH2:22][CH2:21][C:20]=3[N:19]=2)[CH2:14][CH2:13]1)[C:6]1[CH:11]=[CH:10][CH:9]=[CH:8][CH:7]=1.[C:30]1([CH3:40])[CH:35]=[CH:34][C:33]([S:36](Cl)(=[O:38])=[O:37])=[CH:32][CH:31]=1.[OH-].[K+]>O>[CH2:5]([N:12]1[CH2:17][CH2:16][N:15]([C:18]2[N:27]=[CH:26][C:25]3[C:24](=[N:28][S:36]([C:33]4[CH:34]=[CH:35][C:30]([CH3:40])=[CH:31][CH:32]=4)(=[O:38])=[O:37])[CH2:23][CH2:22][CH2:21][C:20]=3[N:19]=2)[CH2:14][CH2:13]1)[C:6]1[CH:11]=[CH:10][CH:9]=[CH:8][CH:7]=1 |f:3.4|. Procedure: Added to a mixture of 30 ml of acetone, 2 g (5.35 mmol, Referential Example 49) of 2-(4-benzylpiperazino)-5,6,7,8-tetrahydro-5-hydroxyiminoquinazoline, and 1.6 g (8.4 mmol) of p-toluenesulfonyl chloride was a solution of 0.7 g (11 mmol) of KOH in 10 ml of water. The resultant mixture was stirred at 20° C. for 4 hours. The product is CC1=NN2C(C=CC=C2)=C1C(C(CC(=O)O)C)=O (4-(2-Methylpyrazolo[1,5-a]pyridine-3-yl)-3-methyl-4-oxobutyric acid). Reaction SMILES: [CH3:1][C:2]1[C:10]([C:11](=[O:24])[C:12](C(OC)=O)([CH3:19])[CH2:13][C:14]([O:16]CC)=[O:15])=[C:5]2[CH:6]=[CH:7][CH:8]=[CH:9][N:4]2[N:3]=1>Br>[CH3:1][C:2]1[C:10]([C:11](=[O:24])[CH:12]([CH3:19])[CH2:13][C:14]([OH:16])=[O:15])=[C:5]2[CH:6]=[CH:7][CH:8]=[CH:9][N:4]2[N:3]=1. The reactants are CC1=NN2C(C=CC=C2)=C1C(C(CC(=O)OCC)(C)C(=O)OC)=O (Ethyl 4-(2-methylpyrazolo[1,5-a]pyridine-3-yl)-3-methoxycarbonyl-3-methyl-4-oxobutyrate), ice water. The yield is 80.5%. Run in Br (hydrobromic acid). Reported procedure: The compound (4.63 g) of Example 9 was dissolved into 47% hydrobromic acid (50 ml) and the solution was refluxed for 1 hour under heat. This was poured into ice water and extracted with methylene chloride. After the organic layer was dried over anhydrous sodium sulfate, solvent was distilled off under reduced pressure. The residue was purified by means of silica gel column chromatography (developing solvent, methylene chloride:ethanol=10:1) to obtain aimed product (2.76 g) as purple powder. The reactants are C1COCCN1, CS(C)=O, COc1c(F)c(F)cc2c(=O)c(C(=O)O)cn(C3CC3)c12. The product is COc1c(N2CCOCC2)c(F)cc2c(=O)c(C(=O)O)cn(C3CC3)c12. Reaction SMILES: [CH2:1]1[CH2:2][O:3][CH2:4][CH2:5][NH:6]1.[CH3:28][S:29](=[O:30])[CH3:31].[CH:7]1([n:10]2[cH:11][c:12]([C:25](=[O:26])[OH:27])[c:13](=[O:24])[c:14]3[cH:15][c:16]([F:23])[c:17]([F:22])[c:18]([O:20][CH3:21])[c:19]23)[CH2:8][CH2:9]1>>[CH2:1]1[CH2:2][O:3][CH2:4][CH2:5][N:6]1[c:17]1[c:16]([F:23])[cH:15][c:14]2[c:13](=[O:24])[c:12]([C:25](=[O:26])[OH:27])[cH:11][n:10]([CH:7]3[CH2:8][CH2:9]3)[c:19]2[c:18]1[O:20][CH3:21]. The reactants are CCCN(CCC)CCC, CC(C)(C)CC(=O)Cl, CO, ClC(Cl)Cl, Cl, Nc1ccc2ncnc(N)c2c1, c1ccncc1. The product is CC(C)(C)CC(=O)Nc1ccc2ncnc(N)c2c1. RXN SMILES: [CH3:14][CH2:15][CH2:16][N:17]([CH2:18][CH2:19][CH3:20])[CH2:21][CH2:22][CH3:23].[CH3:30][C:31]([CH2:32][C:33](=[O:34])[Cl:35])([CH3:36])[CH3:37].[CH3:42][OH:43].[CH:38]([Cl:39])([Cl:40])[Cl:41].[ClH:1].[NH2:2][c:3]1[n:4][cH:5][n:6][c:7]2[cH:8][cH:9][c:10]([NH2:13])[cH:11][c:12]12.[cH:24]1[cH:25][cH:26][n:27][cH:28][cH:29]1>>[NH2:2][c:3]1[n:4][cH:5][n:6][c:7]2[cH:8][cH:9][c:10]([NH:13][C:33]([CH2:32][C:31]([CH3:30])([CH3:36])[CH3:37])=[O:34])[cH:11][c:12]12. Starting materials: [Al+3], [H-], [H-], [H-], [H-], [Li+], [Na+], C1CCOC1, [OH-], O, CCOC(=O)C1Cc2cccc(CSc3nc4ccccc4[nH]3)c2N(CC)C1. Yields the product CCN1CC(CO)Cc2cccc(CSc3nc4ccccc4[nH]3)c21. As a reaction SMILES: [Al+3:2].[H-:1].[H-:4].[H-:5].[H-:6].[Li+:3].[Na+:36].[O:37]1[CH2:38][CH2:39][CH2:40][CH2:41]1.[OH-:35].[OH2:42].[n:7]1[c:8]([S:16][CH2:17][c:18]2[cH:19][cH:20][cH:21][c:22]3[c:27]2[N:26]([CH2:28][CH3:29])[CH2:25][CH:24]([C:30](=[O:31])[O:32][CH2:33][CH3:34])[CH2:23]3)[nH:9][c:10]2[c:11]1[cH:12][cH:13][cH:14][cH:15]2>>[n:7]1[c:8]([S:16][CH2:17][c:18]2[cH:19][cH:20][cH:21][c:22]3[c:27]2[N:26]([CH2:28][CH3:29])[CH2:25][CH:24]([CH2:30][OH:31])[CH2:23]3)[nH:9][c:10]2[c:11]1[cH:12][cH:13][cH:14][cH:15]2.